Task: describe an organic reaction: reactants, conditions, products, and yield. Dataset: the Open Reaction Database (ORD), a public repository of structured organic reaction records Starting materials: O=C([O-])[O-], CS(=O)(=O)OCCCCOS(C)(=O)=O, CC(C)=O, [K+], [K+], CN(C)c1ccc2c(c1)C(c1ccc(O)cc1)CCCS2(=O)=O. Yields the product CCCCOS(C)(=O)=O. Reaction SMILES: [C:38](=[O:39])([O-:40])[O-:41].[CH3:24][S:25](=[O:26])(=[O:27])[O:28][CH2:29][CH2:30][CH2:31][CH2:32][O:33][S:34](=[O:35])(=[O:36])[CH3:37].[CH3:44][C:45](=[O:46])[CH3:47].[K+:42].[K+:43].[OH:1][c:2]1[cH:3][cH:4][c:5]([CH:6]2[c:7]3[cH:8][c:9]([N:10]([CH3:11])[CH3:12])[cH:13][cH:14][c:15]3[S:16](=[O:17])(=[O:18])[CH2:19][CH2:20][CH2:21]2)[cH:22][cH:23]1>>[CH3:24][S:25](=[O:26])(=[O:27])[O:28][CH2:29][CH2:30][CH2:31][CH3:32]. The reactants are O(C1=CC=CC=C1)C=1C=C(C=CC1)O (3-phenoxy-phenol), C(C)OC(C(C(=O)OCC)C(=O)OCC)=O (2-ethoxycarbonyl-malonic acid diethyl ester), [Sn](Cl)(Cl)(Cl)Cl (tin tetrachloride). Isolated yield 4.5%. As a reaction SMILES: [O:1]([C:8]1[CH:9]=[C:10]([OH:14])[CH:11]=[CH:12][CH:13]=1)[C:2]1[CH:7]=[CH:6][CH:5]=[CH:4][CH:3]=1.[CH2:15]([O:17][C:18](=[O:30])[CH:19]([C:25](OCC)=[O:26])[C:20](OCC)=[O:21])[CH3:16].[Sn](Cl)(Cl)(Cl)Cl>>[CH2:15]([O:17][C:18]([C:19]1[C:20](=[O:21])[O:14][C:10]2[C:11]([C:25]=1[OH:26])=[CH:12][CH:13]=[C:8]([O:1][C:2]1[CH:3]=[CH:4][CH:5]=[CH:6][CH:7]=1)[CH:9]=2)=[O:30])[CH3:16]. Procedure: A mixture of 3-phenoxy-phenol (1.068 g, 5.73 mmol), 2-ethoxycarbonyl-malonic acid diethyl ester (3.65 mL, 17.2 mmol), and tin tetrachloride (14 μL, 0.11 mmol) was heated in a 200° C.-oil bath for 5 min; then cooled, the reaction mixture was directly purified on silica gel column chromatography (eluent: ethyl acetate in dichloromethane: 10% to 80%) to give the desired title product (84 mg, 4.4%). ESI (m/z): 327 (M+H)+. Reaction conditions: temperature 200 celsius. The product is C(C)OC(=O)C=1C(OC2=CC(=CC=C2C1O)OC1=CC=CC=C1)=O (4-Hydroxy-2-oxo-7-phenoxy-2H-chromene-3-carboxylic acid ethyl ester). Starting materials: BrC1=CC(=CC2=C1NC(=N2)N2[C@@H](CN(CC2)C2=NC=CC=C2C(F)(F)F)C)C(F)(F)F (7-Bromo-2-{(2R)-2-methyl-4-[3-(trifluoromethyl)pyridin-2-yl]piperazin-1-yl}-5-(trifluoromethyl)-1H-benzoimidazole), CN(C1=CC=C(C=C1)B(O)O)C (4-dimethylaminophenylboronic acid). The product is CN(C1=CC=C(C=C1)C1=CC(=CC2=C1NC(=N2)N2[C@@H](CN(CC2)C2=NC=CC=C2C(F)(F)F)C)C(F)(F)F)C (N,N-Dimethyl-4-[2-{(2R)-2-methyl-4-[3-(trifluoromethyl)pyridin-2-yl]piperazin-1-yl}-5-(trifluoromethyl)-1H-benzimidazol-7-yl]aniline). Reaction SMILES: Br[C:2]1[C:7]2[NH:8][C:9]([N:11]3[CH2:16][CH2:15][N:14]([C:17]4[C:22]([C:23]([F:26])([F:25])[F:24])=[CH:21][CH:20]=[CH:19][N:18]=4)[CH2:13][C@H:12]3[CH3:27])=[N:10][C:6]=2[CH:5]=[C:4]([C:28]([F:31])([F:30])[F:29])[CH:3]=1.[CH3:32][N:33]([CH3:43])[C:34]1[CH:39]=[CH:38][C:37](B(O)O)=[CH:36][CH:35]=1>>[CH3:32][N:33]([CH3:43])[C:34]1[CH:39]=[CH:38][C:37]([C:2]2[C:7]3[NH:8][C:9]([N:11]4[CH2:16][CH2:15][N:14]([C:17]5[C:22]([C:23]([F:24])([F:25])[F:26])=[CH:21][CH:20]=[CH:19][N:18]=5)[CH2:13][C@H:12]4[CH3:27])=[N:10][C:6]=3[CH:5]=[C:4]([C:28]([F:30])([F:29])[F:31])[CH:3]=2)=[CH:36][CH:35]=1. Reported procedure: 7-Bromo-2-{(2R)-2-methyl-4-[3-(trifluoromethyl)pyridin-2-yl]piperazin-1-yl}-5-(trifluoromethyl)-1H-benzoimidazole (152 mg, 0.3 mmol, Example 79) and 4-dimethylaminophenylboronic acid (83 mg, 0.5 mmol, Aldrich) reacted under the conditions of Example 51a to give the title compound as a white amorphous solid. MS (ESI, pos. ion) m/z: 549 (M+1). Reactants: CN(C=O)C (N,N-dimethylformamide), CC1(CNCC1)C (3,3-dimethylpyrrolidine), C(C#CC)OC1=NC=NC(=C1)Cl (4-(2-butynyloxy)-6-chloropyrimidine), C([O-])([O-])=O.[K+].[K+] (potassium carbonate). Solvent: C(C)(=O)OCC (ethyl acetate). Reaction conditions: time 6 hour. Product: C(C#CC)OC1=NC=NC(=C1)N1CC(CC1)(C)C (4-(2-butynyloxy)-6-(3,3-dimethylpyrrolidin-1-yl)pyrimidine). Yield: 22.2%. Reaction SMILES: CN(C)C=O.[CH2:6]([O:10][C:11]1[CH:16]=[C:15](Cl)[N:14]=[CH:13][N:12]=1)[C:7]#[C:8][CH3:9].C(=O)([O-])[O-].[K+].[K+].[CH3:24][C:25]1([CH3:30])[CH2:29][CH2:28][NH:27][CH2:26]1>C(OCC)(=O)C>[CH2:6]([O:10][C:11]1[CH:16]=[C:15]([N:27]2[CH2:28][CH2:29][C:25]([CH3:30])([CH3:24])[CH2:26]2)[N:14]=[CH:13][N:12]=1)[C:7]#[C:8][CH3:9] |f:2.3.4|. Reported procedure: Into 4 ml of N,N-dimethylformamide was resolved 0.37 g of 4-(2-butynyloxy)-6-chloropyrimidine, 0.56 g of potassium carbonate and 0.2 g of 3,3-dimethylpyrrolidine was added therein, and the mixture was stirred for 6 hours at 80%. The reaction mixture was cooled to near room temperature, ethyl acetate was added therein, and the mixture was washed with a saturated sodium chloride aqueous solution three times. The organic layers were dried over anhydrous magnesium sulfate and concentrated. The resid... Reactants: O=C1NC(=O)c2ccccc21, CS(=O)(=O)OCCc1ccoc1, CN(C)C=O, [K], O. Product: O=C1c2ccccc2C(=O)N1CCc1ccoc1. RXN SMILES: [C:13]1(=[O:23])[c:14]2[c:15]([cH:19][cH:20][cH:21][cH:22]2)[C:16](=[O:18])[NH:17]1.[CH3:1][S:2]([O:3][CH2:6][CH2:7][c:8]1[cH:9][o:10][cH:11][cH:12]1)(=[O:4])=[O:5].[CH3:26][N:27]([CH3:28])[CH:29]=[O:30].[K:24].[OH2:25]>>[CH2:6]([CH2:7][c:8]1[cH:9][o:10][cH:11][cH:12]1)[N:17]1[C:13](=[O:23])[c:14]2[c:15]([cH:19][cH:20][cH:21][cH:22]2)[C:16]1=[O:18]. Starting materials: NC1(CCC(=O)O)CC=CO1 (2-amino-furfurylacetic acid), [OH-].[Na+] (sodium hydroxide), [OH-].[Na+] (sodium hydroxide), C(C)(C)(C)OC(=O)ON=C(C#N)C1=CC=CC=C1 (2-(t-butoxycarbonyloxyimino)-2-phenylacetonitrile). Run in O1CCOCC1 (dioxane), O1CCOCC1 (dioxane), O (water). Yields the product C(C)(C)(C)OC(=O)NC1(CCC(=O)O)CC=CO1 (2-t-butoxycarbonylamino-furfurylacetic acid). RXN SMILES: [NH2:1][C:2]1([O:11][CH:10]=[CH:9][CH2:8]1)[CH2:3][CH2:4][C:5]([OH:7])=[O:6].[OH-].[Na+].[C:14]([O:18][C:19](ON=C(C1C=CC=CC=1)C#N)=[O:20])([CH3:17])([CH3:16])[CH3:15]>O1CCOCC1.O>[C:14]([O:18][C:19]([NH:1][C:2]1([O:11][CH:10]=[CH:9][CH2:8]1)[CH2:3][CH2:4][C:5]([OH:7])=[O:6])=[O:20])([CH3:17])([CH3:16])[CH3:15] |f:1.2|. Procedure: 5.0 pts. by wt. of 2-amino-furfurylacetic acid (Rohm and Haas, Netherlands Application 66,07754) in 100 pts. by vol. of 80 percent strength aqueous dioxane are brought to pH with 4 N sodium hydroxide solution. 8.0 pts. by wt. of 2-(t-butoxycarbonyloxyimino)-2-phenylacetonitrile are added and the mixture is warmed to 70° for 2 hrs. During this time, the above pH is maintained by adding 4 N sodium hydroxide solution. Thereafter, 80 pts. by vol. of water are added, the dioxane is stripped off and t...